Task: describe an organic reaction: reactants, conditions, products, and yield. Dataset: the Open Reaction Database (ORD), a public repository of structured organic reaction records The reactants are C(C)C(CC)N1CCC(CC1)CC(=N)NO (2-((1-ethylpropyl)piperidin-4-yl)-N-hydroxyacetamidine), C1=C(C=CC2=CC=CC=C12)C(=O)Cl (2-naphthoyl chloride). Yields the product Cl.C(C)C(CC)N1CCC(CC1)CC1=NOC(=N1)C1=CC2=CC=CC=C2C=C1 (1-(1-Ethylpropyl)-4-{[5-(naphthalen-2-yl)[1,2,4]oxadiazol-3-yl]methyl}piperidine, hydrochloride). As a reaction SMILES: [CH2:1]([CH:3]([N:6]1[CH2:11][CH2:10][CH:9]([CH2:12][C:13]([NH:15][OH:16])=[NH:14])[CH2:8][CH2:7]1)[CH2:4][CH3:5])[CH3:2].[CH:17]1[C:26]2[C:21](=[CH:22][CH:23]=[CH:24][CH:25]=2)[CH:20]=[CH:19][C:18]=1[C:27]([Cl:29])=O>>[ClH:29].[CH2:1]([CH:3]([N:6]1[CH2:11][CH2:10][CH:9]([CH2:12][C:13]2[N:14]=[C:27]([C:18]3[CH:19]=[CH:20][C:21]4[C:26](=[CH:25][CH:24]=[CH:23][CH:22]=4)[CH:17]=3)[O:16][N:15]=2)[CH2:8][CH2:7]1)[CH2:4][CH3:5])[CH3:2] |f:2.3|. Procedure: The title compound was prepared by a similar procedure to that described in Example 12, starting from 2-((1-ethylpropyl)piperidin-4-yl)-N-hydroxyacetamidine and 2-naphthoyl chloride. The reactants are Oc1cccc(OCc2ccccc2)c1, CN(C)C=O, Cn1c(C(F)(F)F)cc(=O)n(-c2cc(F)c([N+](=O)[O-])cc2F)c1=O, [H-], [Na+], O. The product is Cn1c(C(F)(F)F)cc(=O)n(-c2cc(Oc3cccc(OCc4ccccc4)c3)c([N+](=O)[O-])cc2F)c1=O. RXN SMILES: [CH2:1]([c:2]1[cH:3][cH:4][cH:5][cH:6][cH:7]1)[O:8][c:9]1[cH:10][c:11]([OH:15])[cH:12][cH:13][cH:14]1.[CH3:16][N:17]([CH3:18])[CH:19]=[O:20].[F:23][c:24]1[c:25]([N+:44](=[O:45])[O-:46])[cH:26][c:27]([F:43])[c:28](-[n:30]2[c:31](=[O:42])[n:32]([CH3:41])[c:33]([C:37]([F:38])([F:39])[F:40])[cH:34][c:35]2=[O:36])[cH:29]1.[H-:21].[Na+:22].[OH2:47]>>[CH2:1]([c:2]1[cH:3][cH:4][cH:5][cH:6][cH:7]1)[O:8][c:9]1[cH:10][c:11]([O:15][c:24]2[c:25]([N+:44](=[O:45])[O-:46])[cH:26][c:27]([F:43])[c:28](-[n:30]3[c:31](=[O:42])[n:32]([CH3:41])[c:33]([C:37]([F:38])([F:39])[F:40])[cH:34][c:35]3=[O:36])[cH:29]2)[cH:12][cH:13][cH:14]1. The reactants are BrCC1=CC=C(C=C1)C(C(F)(F)F)(C(F)(F)F)O (2-(4-(Bromomethyl)phenyl)-1,1,1,3,3,3-hexafluoropropan-2-ol), N1(CCNCC1)C(=O)OC(C)(C)C (tert-butyl piperazine-1-carboxylate), C([O-])([O-])=O.[K+].[K+] (potassium carbonate). Solvent: C(C)#N (acetonitrile). Yields the product FC(C(C(F)(F)F)(O)C1=CC=C(CN2CCN(CC2)C(=O)OC(C)(C)C)C=C1)(F)F (tert-Butyl 4-(4-(1,1,1,3,3,3-hexafluoro-2-hydroxypropan-2-yl)benzyl)piperazine-1-carboxylate). Yield: 108.5%. As a reaction SMILES: Br[CH2:2][C:3]1[CH:8]=[CH:7][C:6]([C:9]([OH:18])([C:14]([F:17])([F:16])[F:15])[C:10]([F:13])([F:12])[F:11])=[CH:5][CH:4]=1.[N:19]1([C:25]([O:27][C:28]([CH3:31])([CH3:30])[CH3:29])=[O:26])[CH2:24][CH2:23][NH:22][CH2:21][CH2:20]1.C(=O)([O-])[O-].[K+].[K+]>C(#N)C>[F:11][C:10]([F:13])([F:12])[C:9]([C:6]1[CH:7]=[CH:8][C:3]([CH2:2][N:22]2[CH2:21][CH2:20][N:19]([C:25]([O:27][C:28]([CH3:31])([CH3:30])[CH3:29])=[O:26])[CH2:24][CH2:23]2)=[CH:4][CH:5]=1)([OH:18])[C:14]([F:17])([F:16])[F:15] |f:2.3.4|. Procedure: 2-(4-(Bromomethyl)phenyl)-1,1,1,3,3,3-hexafluoropropan-2-ol (14.83 mmol, 5 g), tert-butyl piperazine-1-carboxylate (14.83 mmol, 2.76 g) and potassium carbonate (44.5 mmol, 6.15 g) were combined and stirred at room temperature overnight in acetonitrile (50 mL). The reaction mixture was filtered and the solvent removed at reduced pressure. The residue was taken up in ethyl acetate and washed with saturated sodium bicarbonate solution. The organic layer was dried over magnesium sulphate and concent... Starting materials: C1OC=2C=C(CCN)C=CC2O1 (3,4-methylenedioxyphenethylamine), ClC=1C2=C(N=C(N1)C1=NC=CC=C1)SC(=C2)Cl (4-chloro-2-(pyridin-2-yl)-6-chloro-thieno-[2,3-d]-pyrimidine). Yields the product N1=C(C=CC=C1)C=1N=C(C2=C(N1)SC(=C2)Cl)NCCC2=CC1=C(C=C2)OCO1 (2-(pyridin-2-yl)-4-(3,4-methylenedioxyphenethylamino)-6-chloro-thieno-[2,3-d]-pyrimidine). As a reaction SMILES: [CH2:1]1[O:12][C:11]2[CH:10]=[CH:9][C:5]([CH2:6][CH2:7][NH2:8])=[CH:4][C:3]=2[O:2]1.Cl[C:14]1[C:15]2[CH:28]=[C:27]([Cl:29])[S:26][C:16]=2[N:17]=[C:18]([C:20]2[CH:25]=[CH:24][CH:23]=[CH:22][N:21]=2)[N:19]=1>>[N:21]1[CH:22]=[CH:23][CH:24]=[CH:25][C:20]=1[C:18]1[N:19]=[C:14]([NH:8][CH2:7][CH2:6][C:5]2[CH:9]=[CH:10][C:11]3[O:12][CH2:1][O:2][C:3]=3[CH:4]=2)[C:15]2[CH:28]=[C:27]([Cl:29])[S:26][C:16]=2[N:17]=1. Procedure: With the procedure of Example 1, the reaction of 3,4-methylenedioxyphenethylamine with 4-chloro-2-(pyridin-2-yl)-6-chloro-thieno-[2,3-d]-pyrimidine yields 2-(pyridin-2-yl)-4-(3,4-methylenedioxyphenethylamino)-6-chloro-thieno-[2,3-d]-pyrimidine. The reactants are O=C([O-])O, C=O, CN(C)CCNC(=O)c1cccc2nc3ccc4c(N)cccc4c3nc12, CO, Cl, N#C[K], [Na+], O. Yields the product CN(C)CCNC(=O)c1cccc2nc3ccc4c(NCC#N)cccc4c3nc12. Reaction SMILES: [C:37](=[O:38])([OH:39])[O-:40].[CH2:28]=[O:29].[CH3:1][N:2]([CH2:3][CH2:4][NH:5][C:6](=[O:7])[c:8]1[cH:9][cH:10][cH:11][c:12]2[n:13][c:14]3[cH:15][cH:16][c:17]4[c:18]([c:19]3[n:20][c:21]12)[cH:22][cH:23][cH:24][c:25]4[NH2:26])[CH3:27].[CH3:34][OH:35].[ClH:33].[K:30][C:31]#[N:32].[Na+:41].[OH2:36]>>[CH3:1][N:2]([CH2:3][CH2:4][NH:5][C:6](=[O:7])[c:8]1[cH:9][cH:10][cH:11][c:12]2[n:13][c:14]3[cH:15][cH:16][c:17]4[c:18]([c:19]3[n:20][c:21]12)[cH:22][cH:23][cH:24][c:25]4[NH:26][CH2:28][C:31]#[N:32])[CH3:27]. Reactants: FC1=CC2=C(C(=NO2)C2CCNCC2)C=C1 (6-fluoro-3-(4-piperidinyl)-1,2-benzisoxazole), K2CO2, BrCCCOC1=C(C=C(C=C1)CC(C)=O)OC (1-[4-(3-bromopropoxy)-3-methoxyphenyl]propanone). Run in C(C)#N (acetonitrile). Yields the product FC1=CC2=C(C(=NO2)C2CCN(CC2)CCCOC2=C(C=C(C=C2)CC(C)=O)OC)C=C1 (1-[4-[3-[4-(6-fluoro-1,2-benzisoxazol-3-yl)-1-piperidinyl]propoxy]-3-methoxyphenyl]propanone). The yield is 31.8%. Reaction SMILES: [F:1][C:2]1[CH:16]=[CH:15][C:5]2[C:6]([CH:9]3[CH2:14][CH2:13][NH:12][CH2:11][CH2:10]3)=[N:7][O:8][C:4]=2[CH:3]=1.Br[CH2:18][CH2:19][CH2:20][O:21][C:22]1[CH:27]=[CH:26][C:25]([CH2:28][C:29](=[O:31])[CH3:30])=[CH:24][C:23]=1[O:32][CH3:33]>C(#N)C>[F:1][C:2]1[CH:16]=[CH:15][C:5]2[C:6]([CH:9]3[CH2:10][CH2:11][N:12]([CH2:18][CH2:19][CH2:20][O:21][C:22]4[CH:27]=[CH:26][C:25]([CH2:28][C:29](=[O:31])[CH3:30])=[CH:24][C:23]=4[O:32][CH3:33])[CH2:13][CH2:14]3)=[N:7][O:8][C:4]=2[CH:3]=1. Reported procedure: A mixture of 6-fluoro-3-(4-piperidinyl)-1,2-benzisoxazole (2.8 g, 15.2 mmol), K2CO2 (3 g), 1-[4-(3-bromopropoxy)-3-methoxyphenyl]propanone (4.6 g, 18.2 mmol) in acetonitrile (100 ml) was heated at reflux for 2 hours. At the end of the reaction, the mixture was filtered and the solvent was concentrated and the residue was extracted into dichloromethane (300 ml). The dichloromethane was filtered and concentrated again. The crude material (6.4 g) was purified by flash chromatography over a silica g... Starting materials: O=C([O-])[O-], CN(C)C=O, CC(C)I, [K+], [K+], CCOc1cccc(Cc2ncc(C=O)c3cc(O)c(OC)cc23)c1. The product is CCOc1cccc(Cc2ncc(C=O)c3cc(OC(C)C)c(OC)cc23)c1. RXN SMILES: [C:26](=[O:27])([O-:28])[O-:29].[CH3:36][N:37]([CH3:38])[CH:39]=[O:40].[I:32][CH:33]([CH3:34])[CH3:35].[K+:30].[K+:31].[OH:1][c:2]1[cH:3][c:4]2[c:5]([CH:24]=[O:25])[cH:6][n:7][c:8]([CH2:14][c:15]3[cH:16][c:17]([O:21][CH2:22][CH3:23])[cH:18][cH:19][cH:20]3)[c:9]2[cH:10][c:11]1[O:12][CH3:13]>>[O:1]([c:2]1[cH:3][c:4]2[c:5]([CH:24]=[O:25])[cH:6][n:7][c:8]([CH2:14][c:15]3[cH:16][c:17]([O:21][CH2:22][CH3:23])[cH:18][cH:19][cH:20]3)[c:9]2[cH:10][c:11]1[O:12][CH3:13])[CH:33]([CH3:34])[CH3:35].